From a dataset of the Open Reaction Database (ORD), a public repository of structured organic reaction records. describe an organic reaction: reactants, conditions, products, and yield Starting materials: BrC=1C=C(C=O)C=CC1F (3-Bromo-4-fluorobenzaldehyde), C1CC(=O)CC1=O (1,3-cyclopentadione), NC1=CC(N(N1)C1=CC=CC=C1)=O (5-amino-2-phenyl-1,2-dihydropyrazol-3-one). Isolated yield 48.5%. Procedure: 3-Bromo-4-fluorobenzaldehyde (0.3 g, 1.5 mmol), 1,3-cyclopentadione (0.15 g, 1.5 mmol), and 5-amino-2-phenyl-1,2-dihydropyrazol-3-one (0.26 g, 1.5 mmol) were processed as in Example 1. The resulting precipitate was chromatographed on silica gel eluting with 10% ethanol/CH2Cl2 to provide 0.32 g of the title compound. 1H NMR (300 MHz, DMSO-d6) δ 2.26 (m, 2H), 2.63 (m, 2H), 4.86 (s, 1H), 7.21 (m, 3H), 7.4 (t, 2h), 7.51 (d, 1H), 7.67 (d, 2H),10.47 (s, 1H), 11.2 (s, 1H); MS (ESI−) m/z 438 (M−H)−; Ana... The product is BrC=1C=C(C=CC1F)C1C2=C(NC3=C1C(N(N3)C3=CC=CC=C3)=O)CCC2=O (4-(3-bromo-4-fluorophenyl)-2-phenyl-1,2,4,6,7,8-hexahydrocyclopenta[b]pyrazolo[4,3-e]pyridine-3,5-dione). RXN SMILES: [Br:1][C:2]1[CH:3]=[C:4]([CH:7]=[CH:8][C:9]=1[F:10])[CH:5]=O.[CH2:11]1[C:16](=O)[CH2:15][C:13](=[O:14])[CH2:12]1.[NH2:18][C:19]1[NH:23][N:22]([C:24]2[CH:29]=[CH:28][CH:27]=[CH:26][CH:25]=2)[C:21](=[O:30])[CH:20]=1>>[Br:1][C:2]1[CH:3]=[C:4]([CH:5]2[C:20]3[C:21](=[O:30])[N:22]([C:24]4[CH:29]=[CH:28][CH:27]=[CH:26][CH:25]=4)[NH:23][C:19]=3[NH:18][C:16]3[CH2:11][CH2:12][C:13](=[O:14])[C:15]2=3)[CH:7]=[CH:8][C:9]=1[F:10]. Reactants: C(C)(C)(C)OC(=O)N1[C@H](C[C@H](C1)OC)C(NC1=C(C=C(C=C1)N1C(CCCC1)=O)F)=O ((2R,4R)-2-[2-Fluoro-4-(2-oxo-piperidin-1-yl)-phenylcarbamoyl]-4-methoxy-pyrrolidine-1-carboxylic acid tert-butyl ester), C(=O)(C(F)(F)F)O (TFA). The solvent is C(Cl)Cl (CH2Cl2). Run at time 0.5 hour. Yields the product FC1=C(C=CC(=C1)N1C(CCCC1)=O)NC(=O)[C@@H]1NC[C@@H](C1)OC ((2R, 4R)-4-Methoxy-pyrrolidine-2-carboxylic acid [2-fluoro-4-(2-oxo-piperidin-1-yl)-phenyl]-amide). RXN SMILES: C(OC([N:8]1[CH2:12][C@H:11]([O:13][CH3:14])[CH2:10][C@@H:9]1[C:15](=[O:31])[NH:16][C:17]1[CH:22]=[CH:21][C:20]([N:23]2[CH2:28][CH2:27][CH2:26][CH2:25][C:24]2=[O:29])=[CH:19][C:18]=1[F:30])=O)(C)(C)C.C(O)(C(F)(F)F)=O>C(Cl)Cl>[F:30][C:18]1[CH:19]=[C:20]([N:23]2[CH2:28][CH2:27][CH2:26][CH2:25][C:24]2=[O:29])[CH:21]=[CH:22][C:17]=1[NH:16][C:15]([C@H:9]1[CH2:10][C@@H:11]([O:13][CH3:14])[CH2:12][NH:8]1)=[O:31]. Procedure details: Into a solution of 8 (0.329 g, 0.761 mmol) in anhydrous CH2Cl2 (5 mL) was added TFA (5 mL). The solution was stirred at RT for 0.5 h before concentrating under reduced pressure to reveal 9 (0.255 g, 100%) as a tan oil. Starting materials: CC(=O)Nc1ccccc1OS(=O)(=O)c1ccc(C)cc1, C#CCN(CC)CC, CCCCCCC, CCOC(C)=O. Yields the product CCN(CC)CC#Cc1ccccc1NC(C)=O. As a reaction SMILES: [C:1]([CH3:2])(=[O:3])[NH:4][c:5]1[c:6]([O:11][S:12]([c:13]2[cH:14][cH:15][c:16]([CH3:17])[cH:18][cH:19]2)(=[O:20])=[O:21])[cH:7][cH:8][cH:9][cH:10]1.[CH2:22]([CH3:23])[N:24]([CH2:25][C:26]#[CH:27])[CH2:28][CH3:29].[CH3:30][CH2:31][CH2:32][CH2:33][CH2:34][CH2:35][CH3:36].[CH3:37][CH2:38][O:39][C:40]([CH3:41])=[O:42]>>[C:1]([CH3:2])(=[O:3])[NH:4][c:5]1[c:6]([C:27]#[C:26][CH2:25][N:24]([CH2:22][CH3:23])[CH2:28][CH3:29])[cH:7][cH:8][cH:9][cH:10]1. Reactants: O=C1N(C(C2=CC=CC=C12)=O)CCOC1CCC2(C3CC(C4(C(CCC4C3C(CC2C1)O)C(CCC(=O)OC)C)C)O)C (methyl 4-{3-[2-(1,3-dioxo-1,3-dihydroisoindol-2-yl)ethoxy]-7,12-dihydroxy-10,13-dimethylhexadecahydrocyclopenta[a]phenanthren-17-yl}pentanoate), O.NN (hydrazine hydrate), Cl (HCl). Solvent: CO (methanol). Reaction conditions: temperature 40 celsius, time 30 minute. Product: NCCOC1CCC2(C3CC(C4(C(CCC4C3C(CC2C1)O)C(CCC(=O)OC)C)C)O)C (Methyl 4-[3-(2-aminoethoxy)-7,12-dihydroxy-10,13-dimethylhexadecahydrocyclopenta[a]phenanthren-17-yl]pentanoate). The yield is 40.6%. RXN SMILES: O=C1C2C(=CC=CC=2)C(=O)[N:3]1[CH2:12][CH2:13][O:14][CH:15]1[CH2:31][CH:30]2[C:18]([CH3:43])([CH:19]3[CH:27]([CH:28]([OH:32])[CH2:29]2)[CH:26]2[C:22]([CH3:41])([CH:23]([CH:33]([CH3:40])[CH2:34][CH2:35][C:36]([O:38][CH3:39])=[O:37])[CH2:24][CH2:25]2)[CH:21]([OH:42])[CH2:20]3)[CH2:17][CH2:16]1.O.NN.Cl>CO>[NH2:3][CH2:12][CH2:13][O:14][CH:15]1[CH2:31][CH:30]2[C:18]([CH3:43])([CH:19]3[CH:27]([CH:28]([OH:32])[CH2:29]2)[CH:26]2[C:22]([CH3:41])([CH:23]([CH:33]([CH3:40])[CH2:34][CH2:35][C:36]([O:38][CH3:39])=[O:37])[CH2:24][CH2:25]2)[CH:21]([OH:42])[CH2:20]3)[CH2:17][CH2:16]1 |f:1.2|. Reported procedure: 1.7 g of methyl 4-{3-[2-(1,3-dioxo-1,3-dihydroisoindol-2-yl)ethoxy]-7,12-dihydroxy-10,13-dimethylhexadecahydrocyclopenta[a]phenanthren-17-yl}pentanoate and 0.52 ml of hydrazine hydrate (80%) are dissolved in 14 ml of methanol and the solution is refluxed for 3 hours. It is then cooled to 40° C. and the reaction mixture is treated with 8.7 ml of a 2N aqueous HCl solution. It is stirred at 40° C. for 30 minutes, then the volatile constituents are removed in vacuo. Chromatography on silica gel usin... Reactants: CN(CCC[C@]12[C@H](CC[C@H]2[C@H]2[C@H](CC1)C=1C(=CC(=CC1CC2)OC)OC)O)C (13β-(3-dimethylaminopropyl)-1,3-dimethoxy-gona-1,3,5(10)-trien 17β-ol), [Li] (lithium), N (ammonia), CN(CCC[C@]12[C@H](CC[C@H]2[C@H]2[C@H](CC1)C1=C(CC(=CC1CC2)OC)OC)O)C (13β-(3-dimethylaminopropyl)-1,3-dimethoxy-gona-1(10),3-dien-17β-ol). The solvent is O1CCCC1 (tetrahydrofuran). Product: C(C)[C@]12[C@H](CC[C@H]2[C@H]2[C@H](CC1)C=1CC=C(CC1CC2)OC)O (13β-Ethyl-3-methoxy-gona-2,5(10)-dien-17β-ol). Reaction SMILES: CN(C)C[CH2:4][CH2:5][C@:6]12[CH2:14][CH2:13][C@@H:12]3[C:15]4[CH:20]([CH2:21][CH2:22][C@H:11]3[C@@H:10]1[CH2:9][CH2:8][C@@H:7]2[OH:27])[CH:19]=[C:18]([O:23][CH3:24])[CH2:17][C:16]=4OC.CN(C)CCC[C@]12CC[C@@H]3C4C(OC)=CC(OC)=CC=4CC[C@H]3[C@@H]1CC[C@@H]2O.[Li].N>O1CCCC1>[CH2:5]([C@:6]12[CH2:14][CH2:13][C@@H:12]3[C:15]4[CH2:16][CH:17]=[C:18]([O:23][CH3:24])[CH2:19][C:20]=4[CH2:21][CH2:22][C@H:11]3[C@@H:10]1[CH2:9][CH2:8][C@@H:7]2[OH:27])[CH3:4] |^1:56|. Procedure: To prepare 13β-(3-dimethylaminopropyl)-1,3-dimethoxy-gona-1(10),3-dien-17β-ol react 13β-(3-dimethylaminopropyl)-1,3-dimethoxy-gona-1,3,5(10)-trien 17β-ol in tetrahydrofuran with lithium in liquid ammonia according to the manipulative procedure described above.